describe an organic reaction: reactants, conditions, products, and yield From a dataset of the Open Reaction Database (ORD), a public repository of structured organic reaction records. Yields the product O=C1COc2cc3[nH]c(C(=O)O)cc3cc2N1. As a reaction SMILES: [O:1]=[C:2]1[NH:3][c:4]2[cH:5][c:6]3[c:7]([cH:8][c:9]2[O:10][CH2:11]1)[nH:12][c:13]([C:15](=[O:16])[O:17][CH3:18])[cH:14]3.[OH2:19]>>[O:1]=[C:2]1[NH:3][c:4]2[cH:5][c:6]3[c:7]([cH:8][c:9]2[O:10][CH2:11]1)[nH:12][c:13]([C:15](=[O:16])[OH:17])[cH:14]3. The reactants are COC(=O)c1cc2cc3c(cc2[nH]1)OCC(=O)N3, O. The solvent is O1CCCC1 (tetrahydrofuran), CO (methanol). Procedure: A mixture of ethyl 1-[2-[5-amino-1-(cyclopropylmethyl)-8-(2-furyl)-2-oxo-[1,2,4]triazolo[5,1-f]purin-3-yl]ethyl]pyrazole-4-carboxylate obtained in step 1 (0.055 g, 0.115 mmol) was dissolved in solution of tetrahydrofuran (6 ml) and methanol (4 ml). To this reaction mixture a solution of lithium hydroxide (0.013 g, 0.576 mmol, in 2 ml water) was added and stirred at 25-27° C. for 16 hours. The reaction mixture was concentrated and acidified with saturated solution of citric acid to get PH˜2-3 and... Product: NN1C=NC(=C2N3C(N=C12)N(C(N3CC3CC3)=O)CCN3N=CC(=C3)C(=O)O)C=3OC=CC3 (1-[2-[5-amino-1-(cyclopropylmethyl)-8-(2-furyl)-2-oxo-[1,2,4]triazolo[5,1-f]purin-3-yl]ethyl]pyrazole-4-carboxylic acid). The reactants are NN1C=NC(=C2N3C(N=C12)N(C(N3CC3CC3)=O)CCN3N=CC(=C3)C(=O)OCC)C=3OC=CC3 (ethyl 1-[2-[5-amino-1-(cyclopropylmethyl)-8-(2-furyl)-2-oxo-[1,2,4]triazolo[5,1-f]purin-3-yl]ethyl]pyrazole-4-carboxylate), [OH-].[Li+] (lithium hydroxide). RXN SMILES: [NH2:1][N:2]1[C:10]2[C:6]([N:7]3[N:13]([CH2:14][CH:15]4[CH2:17][CH2:16]4)[C:12](=[O:18])[N:11]([CH2:19][CH2:20][N:21]4[CH:25]=[C:24]([C:26]([O:28]CC)=[O:27])[CH:23]=[N:22]4)[CH:8]3[N:9]=2)=[C:5]([C:31]2[O:32][CH:33]=[CH:34][CH:35]=2)[N:4]=[CH:3]1.[OH-].[Li+]>O1CCCC1.CO>[NH2:1][N:2]1[C:10]2[C:6]([N:7]3[N:13]([CH2:14][CH:15]4[CH2:17][CH2:16]4)[C:12](=[O:18])[N:11]([CH2:19][CH2:20][N:21]4[CH:25]=[C:24]([C:26]([OH:28])=[O:27])[CH:23]=[N:22]4)[CH:8]3[N:9]=2)=[C:5]([C:31]2[O:32][CH:33]=[CH:34][CH:35]=2)[N:4]=[CH:3]1 |f:1.2|. Reaction conditions: temperature 26 celsius, time 16 hour. Yield: 48.2%. Reactants: CO, [K+], [OH-], O, COC(=O)CCCC#CCC(OC)c1ccco1. Product: COC(CC#CCCCC(=O)O)c1ccco1. As a reaction SMILES: [CH3:21][OH:22].[K+:20].[OH-:19].[OH2:23].[o:1]1[c:2]([CH:6]([CH2:7][C:8]#[C:9][CH2:10][CH2:11][CH2:12][C:13](=[O:14])[O:15][CH3:16])[O:17][CH3:18])[cH:3][cH:4][cH:5]1>>[o:1]1[c:2]([CH:6]([CH2:7][C:8]#[C:9][CH2:10][CH2:11][CH2:12][C:13](=[O:14])[OH:15])[O:17][CH3:18])[cH:3][cH:4][cH:5]1. Reaction SMILES: [OH:1][C:2]1[C:11]2[C:6](=[CH:7][C:8]([CH3:12])=[CH:9][CH:10]=2)[N:5]=[CH:4][C:3]=1[C:13]([O:15]CC)=[O:14].Cl>[OH-].[Na+]>[OH:1][C:2]1[C:11]2[C:6](=[CH:7][C:8]([CH3:12])=[CH:9][CH:10]=2)[N:5]=[CH:4][C:3]=1[C:13]([OH:15])=[O:14] |f:2.3|. Reactants: OC1=C(C=NC2=CC(=CC=C12)C)C(=O)OCC (Ethyl 4-hydroxy-7-methyl-3-quinolinecarboxylate), Cl (hydrochloric acid). The yield is 99.9%. Procedure: Ethyl 4-hydroxy-7-methyl-3-quinolinecarboxylate (32 g, 138 mmol) was suspended in sodium hydroxide (500 mL of 10% aqueous) and then heated at reflux for about 30 minutes. The reaction mixture was allowed to cool to ambient temperature and then it was acidified with concentrated hydrochloric acid. The resulting precipitate was isolated by filtration, rinsed well with water and then oven dried to provide 4-hydroxy-7-methyl-3-quinolinecarboxylic acid (28 g). A portion (2 g) was recrystallized twice... Run in [OH-].[Na+] (sodium hydroxide). Yields the product OC1=C(C=NC2=CC(=CC=C12)C)C(=O)O (4-hydroxy-7-methyl-3-quinolinecarboxylic acid). Reactants: N1=C(C(=CC=C1)C(=O)O)C1=NC=CC=C1 (bipyridyl carboxylic acid), N1=C(C=C(C=C1)C(=O)O)C1=NC=CC(=C1)C(=O)O (2,2'-bipyridine-4,4'-dicarboxylic acid). Yields the product N1=C(C=CC=C1)C1=NC=CC=C1 (bipyridyl). RXN SMILES: [N:1]1[CH:6]=[CH:5][CH:4]=[C:3](C(O)=O)[C:2]=1[C:10]1[CH:15]=[CH:14][CH:13]=[CH:12][N:11]=1.N1C=CC(C(O)=O)=CC=1C1C=C(C(O)=O)C=CN=1>>[N:1]1[CH:6]=[CH:5][CH:4]=[CH:3][C:2]=1[C:10]1[CH:15]=[CH:14][CH:13]=[CH:12][N:11]=1. Procedure details: Fluorescent bipyridyl indicators are prepared using synthetic methods that are entirely analogous to those described in Example 3, excepting that the starting material is a bipyridyl carboxylic acid such as 2,2'-bipyridine-4,4'-dicarboxylic acid (Aldrich Chemical Company).